From a dataset of the Open Reaction Database (ORD), a public repository of structured organic reaction records. describe an organic reaction: reactants, conditions, products, and yield Product: Cc1ccc(C(=O)Nc2nc3ccccc3s2)s1. Reaction SMILES: [CH3:12][c:13]1[cH:14][cH:15][c:16]([C:18](=[O:19])[OH:20])[s:17]1.[Cl-:11].[NH2:1][c:2]1[s:3][c:4]2[c:5]([n:6]1)[cH:7][cH:8][cH:9][cH:10]2.[cH:21]1[cH:22][cH:23][n:24][cH:25][cH:26]1>>[NH:1]([c:2]1[s:3][c:4]2[c:5]([n:6]1)[cH:7][cH:8][cH:9][cH:10]2)[C:18]([c:16]1[cH:15][cH:14][c:13]([CH3:12])[s:17]1)=[O:19]. The reactants are Cc1ccc(C(=O)O)s1, [Cl-], Nc1nc2ccccc2s1, c1ccncc1. Reactants: CCOCC, CCOP(=O)(OCC)C(N=Cc1ccccc1)C(=O)OCC(Cl)(Cl)Cl, O, Cc1ccc(S(=O)(=O)O)cc1. Reaction SMILES: [CH2:38]([O:39][CH2:40][CH3:41])[CH3:42].[CH:1]([c:2]1[cH:3][cH:4][cH:5][cH:6][cH:7]1)=[N:8][CH:9]([C:10](=[O:11])[O:12][CH2:13][C:14]([Cl:15])([Cl:16])[Cl:17])[P:18](=[O:19])([O:20][CH2:21][CH3:22])[O:23][CH2:24][CH3:25].[OH2:26].[c:27]1([CH3:37])[cH:28][cH:29][c:30]([S:33](=[O:34])(=[O:35])[OH:36])[cH:31][cH:32]1>>[NH2:8][CH:9]([C:10](=[O:11])[O:12][CH2:13][C:14]([Cl:15])([Cl:16])[Cl:17])[P:18](=[O:19])([O:20][CH2:21][CH3:22])[O:23][CH2:24][CH3:25].[c:27]1([CH3:37])[cH:28][cH:29][c:30]([S:33](=[O:34])(=[O:35])[O-:36])[cH:31][cH:32]1. Product: CCOP(=O)(OCC)C(N)C(=O)OCC(Cl)(Cl)Cl, Cc1ccc(S(=O)(=O)[O-])cc1. Starting materials: C, CC(=O)O, [H][H], COc1ccc(N2CCC(c3c(N)nc(N)nc3Cl)CC2)cc1, O, [Pd]. The product is COc1ccc(N2CCC(c3cnc(N)nc3N)CC2)cc1. RXN SMILES: [C:31].[CH3:26][C:27](=[O:28])[OH:29].[H:24][H:25].[NH2:1][c:2]1[n:3][c:4]([Cl:23])[c:5]([CH:9]2[CH2:10][CH2:11][N:12]([c:15]3[cH:16][cH:17][c:18]([O:21][CH3:22])[cH:19][cH:20]3)[CH2:13][CH2:14]2)[c:6]([NH2:8])[n:7]1.[OH2:30].[Pd:32]>>[NH2:1][c:2]1[n:3][cH:4][c:5]([CH:9]2[CH2:10][CH2:11][N:12]([c:15]3[cH:16][cH:17][c:18]([O:21][CH3:22])[cH:19][cH:20]3)[CH2:13][CH2:14]2)[c:6]([NH2:8])[n:7]1. Reactants: 1/1/1, C(=O)([O-])[O-].[Na+].[Na+] (Na2CO3), C(C)(C)(C)OC(NC(C)C1=C(C=C(C=C1)C(NC1=C(C=NC=C1)F)=O)Br)=O ({1-[2-bromo-4-(3-fluoro-pyridin-4-ylcarbamoyl)-phenyl]-ethyl}-carbamicacid tert-butyl ester), C(=O)(O)C=1C=C(C=CC1)B(O)O (3-carboxyphenylboronic acid). Reagents/catalysts: C=1C=CC(=CC1)[P](C=2C=CC=CC2)(C=3C=CC=CC3)[Pd]([P](C=4C=CC=CC4)(C=5C=CC=CC5)C=6C=CC=CC6)([P](C=7C=CC=CC7)(C=8C=CC=CC8)C=9C=CC=CC9)[P](C=1C=CC=CC1)(C=1C=CC=CC1)C=1C=CC=CC1 (Pd tetrakis). The solvent is O (water), C(CC(O)(C(=O)O)CC(=O)O)(=O)O (citric acid), COCCOC.CCO.O (DME EtOH water). Reaction conditions: temperature 130 celsius. The product is C(C)(C)(C)OC(=O)NC(C)C1=C(C=C(C=C1)C(NC1=C(C=NC=C1)F)=O)C1=CC(=CC=C1)C(=O)O (2′-(1-tert-Butoxycarbonylamino-ethyl)-5′-(3-fluoro-pyridin-4-ylcarbamoyl)-biphenyl-3-carboxylic acid). Reaction SMILES: [C:1]([O:5][C:6](=[O:27])[NH:7][CH:8]([C:10]1[CH:15]=[CH:14][C:13]([C:16](=[O:25])[NH:17][C:18]2[CH:23]=[CH:22][N:21]=[CH:20][C:19]=2[F:24])=[CH:12][C:11]=1Br)[CH3:9])([CH3:4])([CH3:3])[CH3:2].[C:28]([C:31]1[CH:32]=[C:33](B(O)O)[CH:34]=[CH:35][CH:36]=1)([OH:30])=[O:29].C([O-])([O-])=O.[Na+].[Na+]>COCCOC.CCO.O.O.C(O)(=O)CC(CC(O)=O)(C(O)=O)O.C1C=CC([P]([Pd]([P](C2C=CC=CC=2)(C2C=CC=CC=2)C2C=CC=CC=2)([P](C2C=CC=CC=2)(C2C=CC=CC=2)C2C=CC=CC=2)[P](C2C=CC=CC=2)(C2C=CC=CC=2)C2C=CC=CC=2)(C2C=CC=CC=2)C2C=CC=CC=2)=CC=1>[C:1]([O:5][C:6]([NH:7][CH:8]([C:10]1[CH:15]=[CH:14][C:13]([C:16](=[O:25])[NH:17][C:18]2[CH:23]=[CH:22][N:21]=[CH:20][C:19]=2[F:24])=[CH:12][C:11]=1[C:35]1[CH:34]=[CH:33][CH:32]=[C:31]([C:28]([OH:30])=[O:29])[CH:36]=1)[CH3:9])=[O:27])([CH3:4])([CH3:3])[CH3:2] |f:2.3.4,5.6.7,^1:73,75,94,113|. Procedure: To a solution of {1-[2-bromo-4-(3-fluoro-pyridin-4-ylcarbamoyl)-phenyl]-ethyl}-carbamicacid tert-butyl ester (2841 μmol) and 3-carboxyphenylboronic acid (1.5 eq.) in a mixture of DME/EtOH/water: 1/1/1 (10 ml) was added Na2CO3 (4 eq) and Pd tetrakis (0.05 eq). The reaction mixture was heated in the microwave at 130° C. for 1.5 hours. The reaction mixture was diluted with water and citric acid (to acidic pH) and extracted with EtOAc. The combined organic layers were dried over MgSO4 and the solven...